Dataset: the Open Reaction Database (ORD), a public repository of structured organic reaction records. Task: describe an organic reaction: reactants, conditions, products, and yield Starting materials: O=C(n1ccnc1)n1ccnc1, C1CCOC1, O=C(O)c1ccccn1, NCCCn1ccnc1. Product: O=C(NCCCn1ccnc1)c1ccccn1. As a reaction SMILES: [C:10]([n:11]1[cH:12][cH:13][n:14][cH:15]1)([n:16]1[cH:17][cH:18][n:19][cH:20]1)=[O:21].[O:31]1[CH2:32][CH2:33][CH2:34][CH2:35]1.[n:1]1[c:2]([C:7](=[O:8])[OH:9])[cH:3][cH:4][cH:5][cH:6]1.[n:22]1([CH2:27][CH2:28][CH2:29][NH2:30])[cH:23][n:24][cH:25][cH:26]1>>[n:1]1[c:2]([C:7](=[O:9])[NH:30][CH2:29][CH2:28][CH2:27][n:22]2[cH:23][n:24][cH:25][cH:26]2)[cH:3][cH:4][cH:5][cH:6]1. Reactants: C(C)OC(CCCBr)=O (4-bromobutyric acid ethyl ester), C(C)(=S)[O-].[K+] (potassium thioacetate), CC(=O)C (acetone). Run at time 30 minute. The product is C(C)OC(CCCC(C)=O)=S (4-acetylthiobutyric acid ethyl ester). RXN SMILES: [CH2:1]([O:3][C:4](=O)[CH2:5][CH2:6][CH2:7]Br)[CH3:2].C([O-])(=[S:12])C.[K+].[CH3:15][C:16](C)=[O:17]>>[CH2:1]([O:3][C:4](=[S:12])[CH2:5][CH2:6][CH2:7][C:16](=[O:17])[CH3:15])[CH3:2] |f:1.2|. Procedure details: To acetone (30 ml) were added 4-bromobutyric acid ethyl ester (1.5 ml, 10.5 mmol) and potassium thioacetate (1.8 g, 15.8 mmol), and the mixture was stirred at room temperature for 30 minutes and then filtered, and the solids were washed with acetone. The filtrate was concentrated, and then purified by column chromatography on silica gel (hexane:ethyl acetate=5:1) to give 4-acetylthiobutyric acid ethyl ester (2.03 g). Then, ethyl magnesium bromide (1.04M solution in tetrahydrofuran, 31.3 ml, 32.6...